This data is from the Open Reaction Database (ORD), a public repository of structured organic reaction records. The task is: describe an organic reaction: reactants, conditions, products, and yield The reactants are COc1cc(Br)c(C=O)cc1OC, O=S(=O)(O)O. Yields the product COc1cc(Br)c(C=O)cc1O. RXN SMILES: [Br:1][c:2]1[c:3]([CH:4]=[O:5])[cH:6][c:7]([O:12][CH3:13])[c:8]([O:10][CH3:11])[cH:9]1.[S:14](=[O:15])(=[O:16])([OH:17])[OH:18]>>[Br:1][c:2]1[c:3]([CH:4]=[O:5])[cH:6][c:7]([OH:12])[c:8]([O:10][CH3:11])[cH:9]1. RXN SMILES: [Cl:1][C:2]1[N:7]=[C:6]([N:8]([CH3:29])[C:9]2[CH:28]=[CH:27][C:12]3[N:13]([CH3:26])[C:14]([NH:16][CH2:17][C:18]4[CH:23]=[CH:22][C:21]([O:24][CH3:25])=[CH:20][CH:19]=4)=[N:15][C:11]=3[CH:10]=2)[CH:5]=[CH:4][N:3]=1.[CH3:30][S:31]([CH2:34][C:35]1[CH:41]=[CH:40][C:38]([NH2:39])=[CH:37][CH:36]=1)(=[O:33])=[O:32]>>[ClH:1].[CH3:30][S:31]([CH2:34][C:35]1[CH:41]=[CH:40][C:38]([NH:39][C:2]2[N:7]=[C:6]([N:8]([CH3:29])[C:9]3[CH:28]=[CH:27][C:12]4[N:13]([CH3:26])[C:14]([NH:16][CH2:17][C:18]5[CH:19]=[CH:20][C:21]([O:24][CH3:25])=[CH:22][CH:23]=5)=[N:15][C:11]=4[CH:10]=3)[CH:5]=[CH:4][N:3]=2)=[CH:37][CH:36]=1)(=[O:32])=[O:33] |f:2.3|. Procedure details: The title compound was prepared following the procedure of example two with N5-(2-chloro-pyrimidin-4-yl)-N2-(4-methoxy-benzyl)-1,N5-dimethyl-1H-benzoimidazole-2,5-diamine (82 mg, 0.20 mmol) and 4-[(methylsulfonyl)methyl]aniline (37 mg, 0.20 mmol) as a white solid (86 mg, 72%). 1H NMR (300 MHz, d6-DMSO) δ 9.21 (s, 1H), 7.76-7.81 (m, 3H), 7.29-7.34 (m, 3H), 7.21-7.25 (m, 3H), 7.09 (d, J=1.8 Hz, 1H), 6.82-6.90 (M, 3H), 5.64 (d, J=6.0 Hz, 1H), 4.52 (d, J=5.7 Hz, 2H), 4.35 (s, 2H), 3.72 (s, 3H), 3.56... Product: Cl.CS(=O)(=O)CC1=CC=C(C=C1)NC1=NC=CC(=N1)N(C1=CC2=C(N(C(=N2)NCC2=CC=C(C=C2)OC)C)C=C1)C (N5-[2-(4-Methanesulfonylmethyl-phenylamino)-pyrimidin-4-yl]-N2-(4-methoxy-benzyl)-1,N5-dimethyl-1H-benzoimidazole-2,5-diamine hydrochloride). The reactants are ClC1=NC=CC(=N1)N(C1=CC2=C(N(C(=N2)NCC2=CC=C(C=C2)OC)C)C=C1)C (N5-(2-chloro-pyrimidin-4-yl)-N2-(4-methoxy-benzyl)-1,N5-dimethyl-1H-benzoimidazole-2,5-diamine), CS(=O)(=O)CC1=CC=C(N)C=C1 (4-[(methylsulfonyl)methyl]aniline).